The task is: describe an organic reaction: reactants, conditions, products, and yield. This data is from the Open Reaction Database (ORD), a public repository of structured organic reaction records. The reactants are CS(C)=O, COc1ccccc1C(C)C(=O)N1CC2CC(COS(=O)(=O)c3ccc(C)cc3)CC(O)(c3ccccc3OC)C2C1, N#C[K], O. The product is COc1ccccc1C(C)C(=O)N1CC2CC(CC#N)CC(O)(c3ccccc3OC)C2C1. As a reaction SMILES: [CH3:46][S:47](=[O:48])[CH3:49].[CH3:4][O:5][c:6]1[c:7]([C:12]2([OH:45])[CH:13]3[CH2:14][N:15]([C:33]([CH:34]([CH3:35])[c:36]4[c:37]([O:42][CH3:43])[cH:38][cH:39][cH:40][cH:41]4)=[O:44])[CH2:16][CH:17]3[CH2:18][CH:19]([CH2:21][O:22][S:23]([c:24]3[cH:25][cH:26][c:27]([CH3:28])[cH:29][cH:30]3)(=[O:31])=[O:32])[CH2:20]2)[cH:8][cH:9][cH:10][cH:11]1.[K:1][C:2]#[N:3].[OH2:50]>>[C:2](#[N:3])[CH2:21][CH:19]1[CH2:18][CH:17]2[CH:13]([C:12]([c:7]3[c:6]([O:5][CH3:4])[cH:11][cH:10][cH:9][cH:8]3)([OH:45])[CH2:20]1)[CH2:14][N:15]([C:33]([CH:34]([CH3:35])[c:36]1[c:37]([O:42][CH3:43])[cH:38][cH:39][cH:40][cH:41]1)=[O:44])[CH2:16]2. The reactants are C(CCC)C1=CC(=CC(N1)=O)C(=O)OC (6-Butyl-4-methoxycarbonyl-2-oxo-1,2-dihydropyridine), FC1=C(CBr)C=CC(=C1)I (2-fluoro-4-iodobenzyl bromide), C([O-])([O-])=O.[Cs+].[Cs+] (caesium carbonate). Solvent: COCCOC (DME). Product: C(CCC)C1=CC(=CC(N1CC1=C(C=C(C=C1)I)F)=O)C(=O)OC (6-Butyl-4-methoxycarbonyl-2-oxo-1-(2-fluoro-4-iodophenylmethyl)-1,2-dihydropyridine). As a reaction SMILES: [CH2:1]([C:5]1[NH:10][C:9](=[O:11])[CH:8]=[C:7]([C:12]([O:14][CH3:15])=[O:13])[CH:6]=1)[CH2:2][CH2:3][CH3:4].[F:16][C:17]1[CH:24]=[C:23]([I:25])[CH:22]=[CH:21][C:18]=1[CH2:19]Br.C(=O)([O-])[O-].[Cs+].[Cs+]>COCCOC>[CH2:1]([C:5]1[N:10]([CH2:19][C:18]2[CH:21]=[CH:22][C:23]([I:25])=[CH:24][C:17]=2[F:16])[C:9](=[O:11])[CH:8]=[C:7]([C:12]([O:14][CH3:15])=[O:13])[CH:6]=1)[CH2:2][CH2:3][CH3:4] |f:2.3.4|. Procedure details: A solution of 2.09 g (10 mmol) of the compound from Example VIII, 3.14 g (10 mmol) of 2-fluoro-4-iodobenzyl bromide and 2.11 g (11 mmol) of caesium carbonate in 40 ml of DME is stirred at 20° C. under argon for 16 hours. The solvent is then removed in vacuo, the residue is taken up in methylene chloride/water, the aqueous phase is extracted once with methylene chloride and the combined organic phases are dried over sodium sulphate and concentrated. The residue is purified on silica gel using pet... Reactants: C([O-])([O-])=O.[Ca+2] (calcium carbonate), COC1=CC(=C(C=C1)N)N (4-Methoxy-1,2-phenylenediamine), C(C)O (ethanol). Run in C(=O)O (formic acid). Product: COC1=CC2=C(N=CN2)C=C1 (5-methoxybenzimidazole). Yield: 99.9%. RXN SMILES: [CH3:1][O:2][C:3]1[CH:8]=[CH:7][C:6]([NH2:9])=[C:5]([NH2:10])[CH:4]=1.[C:11](=O)([O-])[O-].[Ca+2].C(O)C>C(O)=O>[CH3:1][O:2][C:3]1[CH:8]=[CH:7][C:6]2[N:9]=[CH:11][NH:10][C:5]=2[CH:4]=1 |f:1.2|. Reported procedure: 4-Methoxy-1,2-phenylenediamine (5.00 g, 36 mmol) was dissolved in formic acid (10 ml) and heated at reflux for 2 hours. The solution was allowed to cool to room temperature overnight then treated with calcium carbonate (5.0 g). After dilution with ethanol (150 ml) the mixture was heated at reflux for 1 h then filtered, the residue being washed with hot ethanol (50 ml). The combined filtrates were evaporated at reduced pressure to give an oil from which a solid crystallised. The material was slur... Reactants: BrC=1C(=NC=CC1)[C@H](C1=CC=C(C=C1)C(F)(F)F)NC(OC(C)(C)C)=O ((S)-tert-butyl ((3-bromopyridin-2-yl)(4-(trifluoromethyl)phenyl)methyl)carbamate), O1CCOCC1 (1,4-dioxane), tetrakis(triphenyl-phosphine)palladium(0), C(CCC)[Sn](C#CC)(CCCC)CCCC (tributyl(prop-1-yn-1-yl)stannane). Solvent: hexanes, CCOC(=O)C (EtOAc), hexanes. Product: C(#CC)C=1C(=NC=CC1)[C@H](C1=CC=C(C=C1)C(F)(F)F)NC(OC(C)(C)C)=O ((S)-tert-butyl ((3-(prop-1-yn-1-yl)-pyridin-2-yl)(4-(trifluoromethyl)phenyl)methyl)carbamate). RXN SMILES: Br[C:2]1[C:3]([C@@H:8]([NH:19][C:20](=[O:26])[O:21][C:22]([CH3:25])([CH3:24])[CH3:23])[C:9]2[CH:14]=[CH:13][C:12]([C:15]([F:18])([F:17])[F:16])=[CH:11][CH:10]=2)=[N:4][CH:5]=[CH:6][CH:7]=1.O1CCOCC1.[CH2:33]([Sn](CCCC)(CCCC)C#CC)[CH2:34][CH2:35]C>CCOC(C)=O>[C:33]([C:2]1[C:3]([C@@H:8]([NH:19][C:20](=[O:26])[O:21][C:22]([CH3:25])([CH3:24])[CH3:23])[C:9]2[CH:14]=[CH:13][C:12]([C:15]([F:17])([F:16])[F:18])=[CH:11][CH:10]=2)=[N:4][CH:5]=[CH:6][CH:7]=1)#[C:34][CH3:35]. Procedure: To a microwave vial containing (S)-tert-butyl ((3-bromopyridin-2-yl)(4-(trifluoromethyl)phenyl)methyl)carbamate (500 mg, 1.159 mmol) and a stir bar was added 1,4-dioxane (6 mL). To this solution was added tetrakis(triphenyl-phosphine)palladium(0) (67.0 mg, 0.058 mmol, 0.05 eq) and tributyl(prop-1-yn-1-yl)stannane (458 mg, 1.391 mmol, 1.2 eq). The vial was capped and irradiated in a microwave at 120° C. for 20 min. The vial was allowed to cool, diluted with hexanes (5 mL) and loaded directly to a... Starting materials: COC(=O)C=1N=CC=2C(N(C=CC2C1O)CC1=C(C=C(C=C1)OC)OC)=O (7-(2,4-dimethoxy-benzyl)-4-hydroxy-8-oxo-7,8-dihydro-[2,7]naphthyridine-3-carboxylic acid methyl ester), CN (methylamine), O (water). Solvent: CCO (EtOH). Reaction conditions: temperature 80 celsius. Product: CNC(=O)C=1N=CC=2C(N(C=CC2C1O)CC1=C(C=C(C=C1)OC)OC)=O (7-(2,4-Dimethoxy-benzyl)-4-hydroxy-8-oxo-7,8-dihydro-[2,7]naphthyridine-3-carboxylic acid methylamide). RXN SMILES: C[O:2][C:3]([C:5]1[N:6]=[CH:7][C:8]2[C:9](=[O:27])[N:10]([CH2:16][C:17]3[CH:22]=[CH:21][C:20]([O:23][CH3:24])=[CH:19][C:18]=3[O:25][CH3:26])[CH:11]=[CH:12][C:13]=2[C:14]=1[OH:15])=O.[CH3:28][NH2:29].O>CCO>[CH3:28][NH:29][C:3]([C:5]1[N:6]=[CH:7][C:8]2[C:9](=[O:27])[N:10]([CH2:16][C:17]3[CH:22]=[CH:21][C:20]([O:23][CH3:24])=[CH:19][C:18]=3[O:25][CH3:26])[CH:11]=[CH:12][C:13]=2[C:14]=1[OH:15])=[O:2]. Procedure: A mixture of 7-(2,4-dimethoxy-benzyl)-4-hydroxy-8-oxo-7,8-dihydro-[2,7]naphthyridine-3-carboxylic acid methyl ester (20 mg, 0.054 mmol) and methylamine (0.8 mL, 2M in THF) in EtOH (2 mL) was heated in a sealed tube at 80° C. for 16 h. After cooling the mixture to r.t., water (2 mL) was added. The resulting precipitate was isolated by filtration, washed with cold MeOH/H2O (5 mL, 1:1), and dried under vacuum to give 9 mg of the title compound. MS: (+) m/z 370.28 (M+1).